This data is from the Open Reaction Database (ORD), a public repository of structured organic reaction records. The task is: describe an organic reaction: reactants, conditions, products, and yield Reactants: C(C1=CC=CC=C1)(=O)N1CC2C=3C(=CC=CC13)C1C(C2)O1 (1-benzoyl-4,5-epoxy-1,2,2a,3,4,5-hexahydrobenz[cd]indole), C1=CC=CC=C1 (benzene). Reagents/catalysts: [I-].[Zn+2].[I-] (zinc iodide). Solvent: C(C)(=O)OCC (ethyl acetate). Product: C(C1=CC=CC=C1)(=O)N1CC2C=3C(=CC=CC13)CC(C2)=O (1-benzoyl-4-keto-1,2,2a,3,4,5-hexahydrobenz[cd]indole). RXN SMILES: [C:1]([N:9]1[C:17]2[CH:16]=[CH:15][CH:14]=[C:13]3[CH:18]4[O:21][CH:19]4[CH2:20][CH:11]([C:12]=23)[CH2:10]1)(=[O:8])[C:2]1[CH:7]=[CH:6][CH:5]=[CH:4][CH:3]=1.C1C=CC=CC=1>C(OCC)(=O)C.[I-].[Zn+2].[I-]>[C:1]([N:9]1[C:17]2[CH:16]=[CH:15][CH:14]=[C:13]3[CH2:18][C:19](=[O:21])[CH2:20][CH:11]([C:12]=23)[CH2:10]1)(=[O:8])[C:2]1[CH:3]=[CH:4][CH:5]=[CH:6][CH:7]=1 |f:3.4.5|. Procedure: Twenty grams of 1-benzoyl-4,5-epoxy-1,2,2a,3,4,5-hexahydrobenz[cd]indole were dissolved in 500 ml. of benzene. 7.7 g. of zinc iodide were added and the resulting mixture refluxed under nitrogen for about 1.5 hours. Thin layer chromatrography indicated one major spot slightly slower than the spot corresponding to starting material. The reaction mixture was cooled and then diluted with ethyl acetate. The resulting organic layer was washed with water, and with saturated aqueous sodium chloride and ... Reactants: CO, ClC(Cl)Cl, [Li+], COC(=O)C(N)Cc1c(C)noc1C, N, [Na+], O=C([O-])O, C1COCCO1, [OH-], O=C(Cl)OCC1c2ccccc2-c2ccccc21. Product: Cc1noc(C)c1CC(N)C(=O)O. As a reaction SMILES: [CH3:21][OH:22].[Cl:17][CH:18]([Cl:19])[Cl:20].[Li+:16].[NH2:1][CH:2]([C:3](=[O:4])[O:5][CH3:6])[CH2:7][c:8]1[c:9]([CH3:14])[n:10][o:11][c:12]1[CH3:13].[NH3:23].[Na+:28].[O-:24][C:25]([OH:26])=[O:27].[O:47]1[CH2:48][CH2:49][O:50][CH2:51][CH2:52]1.[OH-:15].[cH:29]1[c:30]2[c:43]([cH:44][cH:45][cH:46]1)-[c:38]1[c:37]([cH:42][cH:41][cH:40][cH:39]1)[CH:31]2[CH2:32][O:33][C:34]([Cl:35])=[O:36]>>[NH2:1][CH:2]([C:3](=[O:4])[OH:5])[CH2:7][c:8]1[c:9]([CH3:14])[n:10][o:11][c:12]1[CH3:13]. The reagents and catalysts are [Pd] (palladium on carbon). Procedure details: methyl 10-bromo-3-((1-methyl-1H-pyrazol-5-yl)methyl)-6,7-dihydro-5H-5,7-methanobenzo[c]imidazo[1,2-a]azepine-2-carboxylate was prepared similarly to methyl 10-bromo-9-fluoro-3((1-methyl-1H-pyrazol-5-yl)methyl)-6,7-dihydro-5H-5,7-methanobenzo[c]imidazo[1,2-a]azepine-2-carboxylate. Methyl 10-bromo-3-(hydroxy(1-methyl-1H-pyrazol-5-yl)methyl)-6,7-dihydro-5H-5,7-methanobenzo[c]imidazo[1,2-a]azepine-2-carboxylate was reacted with methanesulfonyl chloride followed by palladium on carbon and hydrogen to... The reactants are BrC=1C(=CC2=C(C=3N(C4CC2C4)C(=C(N3)C(=O)OC)CC3=CC=NN3C)C1)F (methyl 10-bromo-9-fluoro-3((1-methyl-1H-pyrazol-5-yl)methyl)-6,7-dihydro-5H-5,7-methanobenzo[c]imidazo[1,2-a]azepine-2-carboxylate), [H][H] (hydrogen), BrC=1C=CC2=C(C=3N(C4CC2C4)C(=C(N3)C(=O)OC)C(C3=CC=NN3C)O)C1 (Methyl 10-bromo-3-(hydroxy(1-methyl-1H-pyrazol-5-yl)methyl)-6,7-dihydro-5H-5,7-methanobenzo[c]imidazo[1,2-a]azepine-2-carboxylate), CS(=O)(=O)Cl (methanesulfonyl chloride). RXN SMILES: [Br:1][C:2]1[C:3](F)=[CH:4][C:5]2[CH:11]3[CH2:12][CH:9]([CH2:10]3)[N:8]3[C:13]([CH2:20][C:21]4[N:25]([CH3:26])[N:24]=[CH:23][CH:22]=4)=[C:14]([C:16]([O:18][CH3:19])=[O:17])[N:15]=[C:7]3[C:6]=2[CH:27]=1.BrC1C=CC2C3CC(C3)N3C(C(O)C4N(C)N=CC=4)=C(C(OC)=O)N=C3C=2C=1.CS(Cl)(=O)=O.[H][H]>[Pd]>[Br:1][C:2]1[CH:3]=[CH:4][C:5]2[CH:11]3[CH2:10][CH:9]([CH2:12]3)[N:8]3[C:13]([CH2:20][C:21]4[N:25]([CH3:26])[N:24]=[CH:23][CH:22]=4)=[C:14]([C:16]([O:18][CH3:19])=[O:17])[N:15]=[C:7]3[C:6]=2[CH:27]=1. The product is BrC=1C=CC2=C(C=3N(C4CC2C4)C(=C(N3)C(=O)OC)CC3=CC=NN3C)C1 (methyl 10-bromo-3-((1-methyl-1H-pyrazol-5-yl)methyl)-6,7-dihydro-5H-5,7-methanobenzo[c]imidazo[1,2-a]azepine-2-carboxylate), titled crude product. The reactants are ClC=1C=C(C=CC1Cl)C1(CN(CC1)C(C1=CC(=C(C(=C1)OC)OC)OC)=O)CCCS(=O)(=O)[O-] (2-[3-(3,4-dichloro-phenyl)-1-(3,4,5-trimethoxy-benzoyl)-pyrrolidin-3-yl]-ethyl-methanesulfonate), Cl.CN1CCN(CC1)C(=O)N.C1(=CC=CC=C1)C1(CCNCC1)C(=O)O (4-phenyl-piperidine-4-carboxylic acid 4-methylpiperazine-amide hydrochloride), C(C)(=O)OCC.CCCCCC (ethyl acetate hexane). Solvent: CO.ClCCl (methanol dichloromethane), CO.ClCCl (methanol dichloromethane). The product is CN1CCN(CC1)C(=O)N.ClC=1C=C(C=CC1Cl)C1(CN(CC1)C(C1=CC(=C(C(=C1)OC)OC)OC)=O)CCN1CCC(CC1)(C(=O)O)C1=CC=CC=C1 (1-[2-[3-(3,4-dichloro-phenyl)-1-(3,4,5-trimethoxy-benzoyl)-pyrrolidin-3-yl]-ethyl]-4-phenyl-piperidine-4-carboxylic acid 4-methylpiperazine-amide). As a reaction SMILES: [Cl:1][C:2]1[CH:3]=[C:4]([C:9]2([CH2:28][CH2:29]CS([O-])(=O)=O)[CH2:13][CH2:12][N:11]([C:14](=[O:27])[C:15]3[CH:20]=[C:19]([O:21][CH3:22])[C:18]([O:23][CH3:24])=[C:17]([O:25][CH3:26])[CH:16]=3)[CH2:10]2)[CH:5]=[CH:6][C:7]=1[Cl:8].Cl.[CH3:36][N:37]1[CH2:42][CH2:41][N:40]([C:43]([NH2:45])=[O:44])[CH2:39][CH2:38]1.[C:46]1([C:52]2([C:58]([OH:60])=[O:59])[CH2:57][CH2:56][NH:55][CH2:54][CH2:53]2)[CH:51]=[CH:50][CH:49]=[CH:48][CH:47]=1.C(OCC)(=O)C.CCCCCC>CO.ClCCl>[CH3:36][N:37]1[CH2:42][CH2:41][N:40]([C:43]([NH2:45])=[O:44])[CH2:39][CH2:38]1.[Cl:1][C:2]1[CH:3]=[C:4]([C:9]2([CH2:28][CH2:29][N:55]3[CH2:54][CH2:53][C:52]([C:46]4[CH:47]=[CH:48][CH:49]=[CH:50][CH:51]=4)([C:58]([OH:60])=[O:59])[CH2:57][CH2:56]3)[CH2:13][CH2:12][N:11]([C:14](=[O:27])[C:15]3[CH:20]=[C:19]([O:21][CH3:22])[C:18]([O:23][CH3:24])=[C:17]([O:25][CH3:26])[CH:16]=3)[CH2:10]2)[CH:5]=[CH:6][C:7]=1[Cl:8] |f:1.2.3,4.5,6.7,8.9|. Procedure: Prepare by the method of example 27.3.1 using 2-[3-(3,4-dichloro-phenyl)-1-(3,4,5-trimethoxy-benzoyl)-pyrrolidin-3-yl]-ethyl-methanesulfonate (2.8 g, 5.24 mmol) and 4-phenyl-piperidine-4-carboxylic acid 4-methylpiperazine-amide hydrochloride (2.8 g, 3.9 mmol). Chromatograph on silica gel eluting sequentially with 50% ethyl acetate/hexane, 3% methanol/dichloromethane, and then 6% methanol/dichloromethane to give the title compound. Procedure: 1.25 M HCl in MeOH (4.0 mL) was added to tert-butyl 2-(4-((5-fluoropyridin-2-yl)methoxy)-6-oxopyridazin-1(6H)-yl)-10-methyl-5,8,9,10-tetrahydropyrido[3′,2′:4,5]pyrrolo[2,3-d]azepine-7(6H)-carboxylate (55 mg, 0.11 mmol), and the resulting solution was stirred under N2 at ambient temperature for 18 h. Additional 1.25 M HCl in MeOH (2.0 mL) was added, and the resulting solution was stirred at ambient temperature for 24 h. The resulting solution was diluted with Et2O (30 mL), and the resulting solid... The solvent is CO (MeOH), CO (MeOH), CCOCC (Et2O). Yield: 73.0%. Reactants: Cl (HCl), FC=1C=CC(=NC1)COC=1C=NN(C(C1)=O)C=1C=CC2=C(N(C=3CCN(CCC32)C(=O)OC(C)(C)C)C)N1 (tert-butyl 2-(4-((5-fluoropyridin-2-yl)methoxy)-6-oxopyridazin-1(6H)-yl)-10-methyl-5,8,9,10-tetrahydropyrido[3′,2′:4,5]pyrrolo[2,3-d]azepine-7(6H)-carboxylate), Cl (HCl). Run at time 18 hour. The product is Cl.FC=1C=CC(=NC1)COC1=CC(N(N=C1)C=1C=CC2=C(N(C=3CCNCCC32)C)N1)=O (5-((5-Fluoropyridin-2-yl)methoxy)-2-(10-methyl-5,6,7,8,9,10-hexahydropyrido[3′,2′:4,5]pyrrolo[2,3-d]azepin-2-yl)pyridazin-3(2H)-one hydrochloride). Reaction SMILES: [ClH:1].[F:2][C:3]1[CH:4]=[CH:5][C:6]([CH2:9][O:10][C:11]2[CH:12]=[N:13][N:14]([C:18]3[CH:19]=[CH:20][C:21]4[C:30]5[CH2:29][CH2:28][N:27](C(OC(C)(C)C)=O)[CH2:26][CH2:25][C:24]=5[N:23]([CH3:38])[C:22]=4[N:39]=3)[C:15](=[O:17])[CH:16]=2)=[N:7][CH:8]=1>CO.CCOCC>[ClH:1].[F:2][C:3]1[CH:4]=[CH:5][C:6]([CH2:9][O:10][C:11]2[CH:12]=[N:13][N:14]([C:18]3[CH:19]=[CH:20][C:21]4[C:30]5[CH2:29][CH2:28][NH:27][CH2:26][CH2:25][C:24]=5[N:23]([CH3:38])[C:22]=4[N:39]=3)[C:15](=[O:17])[CH:16]=2)=[N:7][CH:8]=1 |f:4.5|. Starting materials: CC(OCC1(c2ccc(F)cc2)CCN(C(=O)OC(C)(C)C)CC1)c1cc(Br)cc2cn(COCC[Si](C)(C)C)nc12, CC(C)CN1CCN2CCN(CC(C)C)P1N(CC(C)C)CC2, C1COCCN1, CC(C)(C)[O-], Cc1ccccc1, [Na+]. Yields the product CC(OCC1(c2ccc(F)cc2)CCN(C(=O)OC(C)(C)C)CC1)c1cc(N2CCOCC2)cc2cn(COCC[Si](C)(C)C)nc12. Reaction SMILES: [Br:1][c:2]1[cH:3][c:4]2[cH:5][n:6]([CH2:35][O:36][CH2:37][CH2:38][Si:39]([CH3:40])([CH3:41])[CH3:42])[n:7][c:8]2[c:9]([CH:11]([CH3:12])[O:13][CH2:14][C:15]2([c:28]3[cH:29][cH:30][c:31]([F:34])[cH:32][cH:33]3)[CH2:16][CH2:17][N:18]([C:21](=[O:22])[O:23][C:24]([CH3:25])([CH3:26])[CH3:27])[CH2:19][CH2:20]2)[cH:10]1.[CH2:49]([N:50]1[CH2:51][CH2:52][N:53]2[CH2:54][CH2:55][N:56]([CH2:57][CH:58]([CH3:59])[CH3:60])[P:61]1[N:62]([CH2:63][CH:64]([CH3:65])[CH3:66])[CH2:67][CH2:68]2)[CH:69]([CH3:70])[CH3:71].[CH2:72]1[CH2:73][O:74][CH2:75][CH2:76][NH:77]1.[CH3:43][C:44]([CH3:45])([O-:46])[CH3:47].[CH3:78][c:79]1[cH:80][cH:81][cH:82][cH:83][cH:84]1.[Na+:48]>>[c:2]1([N:77]2[CH2:72][CH2:73][O:74][CH2:75][CH2:76]2)[cH:3][c:4]2[cH:5][n:6]([CH2:35][O:36][CH2:37][CH2:38][Si:39]([CH3:40])([CH3:41])[CH3:42])[n:7][c:8]2[c:9]([CH:11]([CH3:12])[O:13][CH2:14][C:15]2([c:28]3[cH:29][cH:30][c:31]([F:34])[cH:32][cH:33]3)[CH2:16][CH2:17][N:18]([C:21](=[O:22])[O:23][C:24]([CH3:25])([CH3:26])[CH3:27])[CH2:19][CH2:20]2)[cH:10]1. The reactants are O=C1CCC(=O)N1Br, ClCCl, Nc1nc(OCc2ccccc2)c2c(ccn2COCc2ccccc2)n1. The product is Nc1nc(OCc2ccccc2)c2c(n1)c(Br)cn2COCc1ccccc1. As a reaction SMILES: [Br:28][N:29]1[C:30](=[O:31])[CH2:32][CH2:33][C:34]1=[O:35].[CH2:36]([Cl:37])[Cl:38].[NH2:1][c:2]1[n:3][c:4]([O:20][CH2:21][c:22]2[cH:23][cH:24][cH:25][cH:26][cH:27]2)[c:5]2[c:6]([n:7]1)[cH:8][cH:9][n:10]2[CH2:11][O:12][CH2:13][c:14]1[cH:15][cH:16][cH:17][cH:18][cH:19]1>>[NH2:1][c:2]1[n:3][c:4]([O:20][CH2:21][c:22]2[cH:23][cH:24][cH:25][cH:26][cH:27]2)[c:5]2[c:6]([n:7]1)[c:8]([Br:28])[cH:9][n:10]2[CH2:11][O:12][CH2:13][c:14]1[cH:15][cH:16][cH:17][cH:18][cH:19]1. Reactants: C1(=CC=CC=C1)P(C1=CC=CC=C1)C1=CC=CC=C1 (Triphenylphosphine), ClC=1C=CC(=C(C1)S(=O)(=O)Cl)OC (5-chloro-2-methoxybenzenesulphonyl chloride). The solvent is C1CCOC1 (THF), O (water), O (Water). Conditions: time 2 hour. Yields the product ClC=1C=CC(=C(C1)S)OC (5-Chloro-2-methoxy-benzenethiol). Reaction SMILES: C1(P(C2C=CC=CC=2)C2C=CC=CC=2)C=CC=CC=1.[Cl:20][C:21]1[CH:22]=[CH:23][C:24]([O:31][CH3:32])=[C:25]([S:27](Cl)(=O)=O)[CH:26]=1>C1COCC1.O>[Cl:20][C:21]1[CH:22]=[CH:23][C:24]([O:31][CH3:32])=[C:25]([SH:27])[CH:26]=1. Reported procedure: Triphenylphosphine (11.4 g) was added portionwise to a stirred solution of 5-chloro-2-methoxybenzenesulphonyl chloride (3.0 g) in THF (30 ml). Water (4 ml) was added and the mixture stirred at RT for 2 h, after which the reaction was diluted with water (25 ml) then 2M sodium hydroxide solution and washed with ether. The aqueous layer was acidified with 2M hydrochloric acid and extracted with ethylacetate. The organic layer was dried and evaporated under reduced pressure, yield 3.1 g. The reactants are CCC(=O)C(CO[Si](C)(C)C(C)(C)C)NC(=O)OC(C)(C)C, C1CCOC1, CC(=O)O, O. Product: CCC(=O)C(CO)NC(=O)OC(C)(C)C. RXN SMILES: [C:1]([Si:2]([CH3:3])([CH3:4])[O:6][CH2:7][CH:8]([C:9]([CH2:10][CH3:11])=[O:12])[NH:13][C:14]([O:15][C:16]([CH3:17])([CH3:18])[CH3:19])=[O:20])([CH3:5])([CH3:21])[CH3:22].[CH2:23]1[O:24][CH2:25][CH2:26][CH2:27]1.[CH3:29][C:30](=[O:31])[OH:32].[OH2:28]>>[OH:6][CH2:7][CH:8]([C:9]([CH2:10][CH3:11])=[O:12])[NH:13][C:14]([O:15][C:16]([CH3:17])([CH3:18])[CH3:19])=[O:20].